The task is: describe an organic reaction: reactants, conditions, products, and yield. This data is from the Open Reaction Database (ORD), a public repository of structured organic reaction records. Starting materials: C(CCCCCCC)OC1=CC=C(C=C1)C1=CC=C(C=C1)C(=O)O (4-n-octyloxybiphenyl-4'-carboxylic acid), S(=O)(Cl)Cl (thionyl chloride). Product: C(CCCCCCC)OC1=CC=C(C=C1)C1=CC=C(C=C1)C(=O)Cl (4-n-octyloxybiphenyl-4'-carboxylic acid chloride). RXN SMILES: [CH2:1]([O:9][C:10]1[CH:15]=[CH:14][C:13]([C:16]2[CH:21]=[CH:20][C:19]([C:22]([OH:24])=O)=[CH:18][CH:17]=2)=[CH:12][CH:11]=1)[CH2:2][CH2:3][CH2:4][CH2:5][CH2:6][CH2:7][CH3:8].S(Cl)([Cl:27])=O>>[CH2:1]([O:9][C:10]1[CH:15]=[CH:14][C:13]([C:16]2[CH:21]=[CH:20][C:19]([C:22]([Cl:27])=[O:24])=[CH:18][CH:17]=2)=[CH:12][CH:11]=1)[CH2:2][CH2:3][CH2:4][CH2:5][CH2:6][CH2:7][CH3:8]. Procedure: After 4-n-octyloxybiphenyl-4'-carboxylic acid (3.0 g) was heated under reflux together with an excessive amount of thionyl chloride for 6 hours, unaltered thionyl chloride was removed by distillation to give 4-n-octyloxybiphenyl-4'-carboxylic acid chloride. Starting materials: C1N=NCC12CCOCC2 (8-Oxa-2,3-diaza-spiro[4.5]dec-2-ene), CN=C=S (methyl isothiocyanate). Solvent: C(C)O (ethanol). Yields the product CNC(=S)N1CC2(C=N1)CCOCC2 (8-oxa-2,3-diaza-spiro[4.5]dec-3-ene-2-carbothioic acid methylamide). The yield is 0.2%. Reaction SMILES: [CH2:1]1[C:5]2([CH2:10][CH2:9][O:8][CH2:7][CH2:6]2)[CH2:4][N:3]=[N:2]1.[CH3:11][N:12]=[C:13]=[S:14]>C(O)C>[CH3:11][NH:12][C:13]([N:2]1[N:3]=[CH:4][C:5]2([CH2:10][CH2:9][O:8][CH2:7][CH2:6]2)[CH2:1]1)=[S:14]. Procedure details: 0.8 g (1 mol equiv.) 8-Oxa-2,3-diaza-spiro[4.5]dec-2-ene (synthesized as described in WO 2008/034863) and 0.54 g (1.3 mol equiv.) methyl isothiocyanate were added to 10 mL ethanol, and the reaction mixture was refluxed for 5 hours. Silica gel was added and volatiles were removed under reduced pressure. Purification by flash chromatography on silica gel (Et2O) afforded 0.52 g (35%) 8-oxa-2,3-diaza-spiro[4.5]dec-3-ene-2-carbothioic acid methylamide. 1H NMR (400 MHz, CDCl3) δ 1.52-1.59 (m, 3H), 1.8... Reactants: C([O-])(O)=O.[Na+] (sodium bicarbonate), C(C)(=O)O[C@@H]1[C@@H](O[C@@H]([C@H]1OC(C)=O)COC(C)=O)N1C2=NC=NC(=C2N=C1)N (9-(2,3,5-tri-O-acetyl-β-D-arabinofuranosyl)adenine), P(=O)([O-])([O-])[O-] (phosphate). Product: desired product, C(C)(=O)O[C@@H]1[C@@H](O[C@@H]([C@H]1O)CO)N1C2=NC=NC(=C2N=C1)N (9-(2-O-acetyl-β-D-arabinofuranosyl)adenine). RXN SMILES: [C:1]([O:4][C@H:5]1[C@H:9]([O:10]C(=O)C)[C@@H:8]([CH2:14][O:15]C(=O)C)[O:7][C@H:6]1[N:19]1[CH:27]=[N:26][C:25]2[C:20]1=[N:21][CH:22]=[N:23][C:24]=2[NH2:28])(=[O:3])[CH3:2].P([O-])([O-])([O-])=O.C(=O)(O)[O-].[Na+]>>[C:1]([O:4][C@H:5]1[C@H:9]([OH:10])[C@@H:8]([CH2:14][OH:15])[O:7][C@H:6]1[N:19]1[CH:27]=[N:26][C:25]2[C:20]1=[N:21][CH:22]=[N:23][C:24]=2[NH2:28])(=[O:3])[CH3:2] |f:2.3|. Procedure details: To a stirred suspension of 500 mg. of 9-(2,3,5-tri-O-acetyl-β-D-arabinofuranosyl)adenine (U.S. Pat. No. 3,651,045, supra) in 50 ml. of a 0.1M pH 7 phosphate buffer is added 500 mg. of Bacillus subtilis ATCC 6633 cell paste or lyophilizate (U.S. Pat. No. 3,304,236, Example 9) and the mixture is stirred for 22 hours at 35°-40° C., with periodic addition of saturated aqueous sodium bicarbonate to maintain the pH at 7.0 to 7.5. The incubated mixture is then poured into 150 ml. of methanol and the re... Reactants: CCOC(=O)c1cnc(N2CCN(C(=O)OC(C)(C)C)CC2)s1, CCOCC, CCO, [K+], [OH-]. Yields the product CC(C)(C)OC(=O)N1CCN(c2ncc(C(=O)O)s2)CC1. Reaction SMILES: [CH2:1]([CH3:2])[O:3][C:4](=[O:5])[c:6]1[cH:7][n:8][c:9]([N:11]2[CH2:12][CH2:13][N:14]([C:17](=[O:18])[O:19][C:20]([CH3:21])([CH3:22])[CH3:23])[CH2:15][CH2:16]2)[s:10]1.[CH3:26][CH2:27][O:28][CH2:29][CH3:30].[CH3:31][CH2:32][OH:33].[K+:25].[OH-:24]>>[O:3]=[C:4]([OH:5])[c:6]1[cH:7][n:8][c:9]([N:11]2[CH2:12][CH2:13][N:14]([C:17](=[O:18])[O:19][C:20]([CH3:21])([CH3:22])[CH3:23])[CH2:15][CH2:16]2)[s:10]1. Reactants: C(=O)C(C(=O)OCC)C1=CC=C(C=C1)OC (ethyl α-formyl-p-methoxyphenylacetate), Cl.CNC (dimethylamine hydrochloride), C([O-])([O-])=O.[K+].[K+] (potassium carbonate). Run in C(C)O (ethanol). Yields the product COC1=CC=C(C=C1)C(C(=O)OCC)=CN(C)C (ethyl α-(p-methoxyphenyl)-β-(dimethylamino)acrylate). Isolated yield 98.7%. RXN SMILES: [CH:1]([CH:3]([C:9]1[CH:14]=[CH:13][C:12]([O:15][CH3:16])=[CH:11][CH:10]=1)[C:4]([O:6][CH2:7][CH3:8])=[O:5])=O.Cl.[CH3:18][NH:19][CH3:20].C(=O)([O-])[O-].[K+].[K+]>C(O)C>[CH3:16][O:15][C:12]1[CH:13]=[CH:14][C:9]([C:3](=[CH:1][N:19]([CH3:20])[CH3:18])[C:4]([O:6][CH2:7][CH3:8])=[O:5])=[CH:10][CH:11]=1 |f:1.2,3.4.5|. Procedure details: 21 g (0.0945 mol) of ethyl α-formyl-p-methoxyphenylacetate, 80 ml of ethanol and 31,1 g (0.38 mol) of dimethylamine hydrochloride were mixed in a 250 ml balloon flask provided with magnetic stirring and thermometer under a gentle nitrogen flow. Subsequently 7.4 g (0.054 mol) of potassium carbonate were added. The thus obtained solution was stirred at room temperature for 3 days. The solvent was evaporated to dryness in the rotary evaporator and 120 ml of water were added over the thus obtained s... Run at temperature 0 celsius, time 15 hour. Solvent: C(C)OCC.O (ethyl ether water). Yield: 70.7%. Reaction SMILES: [NH2:1][CH2:2][CH2:3][S:4]([OH:7])(=[O:6])=[O:5].C(=O)([O-])[O-].[Na+:12].[Na+].Cl[C:15]([O:17][CH2:18][C:19]1[CH:24]=[CH:23][C:22]([N+:25]([O-:27])=[O:26])=[CH:21][CH:20]=1)=[O:16].C(OCC)C>C(OCC)C.O>[N+:25]([C:22]1[CH:21]=[CH:20][C:19]([CH2:18][O:17][C:15]([NH:1][CH2:2][CH2:3][S:4]([O-:7])(=[O:6])=[O:5])=[O:16])=[CH:24][CH:23]=1)([O-:27])=[O:26].[Na+:12] |f:1.2.3,6.7,8.9|. Reactants: C(C)OCC (ethyl ether), NCCS(=O)(=O)O (2-aminoethanesulfonic acid), C([O-])([O-])=O.[Na+].[Na+] (sodium carbonate), ClC(=O)OCC1=CC=C(C=C1)[N+](=O)[O-] (4-nitrobenzyl chloroformate). Procedure: A mixture of 2-aminoethanesulfonic acid (5.0 g) and sodium carbonate (9.4 g) in ethyl ether-water (100 mL, 1:1, v/v), at 0° C., was treated with 4-nitrobenzyl chloroformate (8.6 g). After stirring vigorously at 0° C. for 10 min and at room temperature for 15 hr, ethyl ether was added to the reaction mixture. The precipitates were collected by filtration and washed with ethyl ether to afford the title compound (9.2 g) as a white powder: 1H NMR (400 MHz, D2O) δ 2.94 (t, J=6.4 Hz, 2H), 3.39 (t, J=6... Yields the product [N+](=O)([O-])C1=CC=C(COC(=O)NCCS(=O)(=O)[O-])C=C1.[Na+] (Sodium 2-(4-Nitrobenzyloxycarbonylamino)ethanesulfonate). Reactants: [Li]CCCC, CCCCCC, COc1ccccc1I, C1CCOC1. The product is [Li]c1ccccc1OC. Reaction SMILES: [CH2:10]([CH2:11][CH2:12][CH3:13])[Li:14].[CH3:15][CH2:16][CH2:17][CH2:18][CH2:19][CH3:20].[I:1][c:2]1[c:3]([O:8][CH3:9])[cH:4][cH:5][cH:6][cH:7]1.[O:21]1[CH2:22][CH2:23][CH2:24][CH2:25]1>>[c:2]1([Li:14])[c:3]([O:8][CH3:9])[cH:4][cH:5][cH:6][cH:7]1.